This data is from the Open Reaction Database (ORD), a public repository of structured organic reaction records. The task is: describe an organic reaction: reactants, conditions, products, and yield Reactants: CC(=O)[O-], CC(=O)[O-], C1CCOC1, COc1cc(Cl)nc(-n2ccc(C(F)(F)F)n2)n1, [Na+], [Na+], O=C([O-])[O-], O, [Pd+2], OB(O)c1ccccc1, c1ccc(P(c2ccccc2)c2ccccc2)cc1. Yields the product COc1cc(-c2ccccc2)nc(-n2ccc(C(F)(F)F)n2)n1. Reaction SMILES: [C:58]([O-:59])(=[O:60])[CH3:61].[C:63]([O-:64])(=[O:65])[CH3:66].[CH2:53]1[O:54][CH2:55][CH2:56][CH2:57]1.[Cl:1][c:2]1[cH:3][c:4]([O:17][CH3:18])[n:5][c:6](-[n:8]2[n:9][c:10]([C:13]([F:14])([F:15])[F:16])[cH:11][cH:12]2)[n:7]1.[Na+:47].[Na+:48].[O-:49][C:50](=[O:51])[O-:52].[OH2:67].[Pd+2:62].[c:19]1([B:25]([OH:26])[OH:27])[cH:20][cH:21][cH:22][cH:23][cH:24]1.[c:28]1([P:29]([c:30]2[cH:31][cH:32][cH:33][cH:34][cH:35]2)[c:36]2[cH:37][cH:38][cH:39][cH:40][cH:41]2)[cH:42][cH:43][cH:44][cH:45][cH:46]1>>[c:2]1(-[c:19]2[cH:20][cH:21][cH:22][cH:23][cH:24]2)[cH:3][c:4]([O:17][CH3:18])[n:5][c:6](-[n:8]2[n:9][c:10]([C:13]([F:14])([F:15])[F:16])[cH:11][cH:12]2)[n:7]1. Reactants: [Al+3], [H-], [H-], [H-], [H-], [Li+], O=C(C1CSCCN1)N1CCCC1, [Na+], [Na+], C1CCOC1, O, O, O, O, O, O, O, O, O, O, O=S(=O)([O-])[O-]. Product: C1CCN(CC2CSCCN2)C1. As a reaction SMILES: [Al+3:15].[H-:14].[H-:17].[H-:18].[H-:19].[Li+:16].[N:1]1([C:6](=[O:7])[CH:8]2[CH2:9][S:10][CH2:11][CH2:12][NH:13]2)[CH2:2][CH2:3][CH2:4][CH2:5]1.[Na+:35].[Na+:36].[O:37]1[CH2:38][CH2:39][CH2:40][CH2:41]1.[OH2:20].[OH2:21].[OH2:22].[OH2:23].[OH2:24].[OH2:25].[OH2:26].[OH2:27].[OH2:28].[OH2:29].[S:30]([O-:31])([O-:32])(=[O:33])=[O:34]>>[N:1]1([CH2:6][CH:8]2[CH2:9][S:10][CH2:11][CH2:12][NH:13]2)[CH2:2][CH2:3][CH2:4][CH2:5]1. Reactants: CC(C)(C)C1=C(C(=CC=C1)C1=CC=C(C=C1)CC=1C(=NN2C1CCCC2)CCCC)C(=O)[O-] (1,1-dimethylethyl4'-[(2-butyl4,5,6,7-tetrahydro pyrazolo(1,5-a)pyridin-3-yl)methyl](1,1-biphenyl)2-carboxylate), BrCC(C)=O (bromo 2-propanone), NC1=NC=CC=C1 (2-amino pyridine). The solvent is CC(=O)C (acetone), CC(=O)C (acetone). Yields the product CC=1N=C2N(C=CC=C2)C1 (2-methylimidazo(1,2-a)pyridine). Yield: 245.4%. Reaction SMILES: [NH2:1][C:2]1[CH:7]=[CH:6][CH:5]=[CH:4][N:3]=1.[CH3:8][C:9](C1C=CC=C(C2C=CC(CC3C(CCCC)=NN4CCCCC=34)=CC=2)C=1C([O-])=O)(C)[CH3:10].BrCC(=O)C>CC(C)=O>[CH3:10][C:9]1[N:1]=[C:2]2[CH:7]=[CH:6][CH:5]=[CH:4][N:3]2[CH:8]=1. Procedure details: A mixture of 5 g of 2-amino pyridine and 250 ml of acetone were added at ambient temperature to a mixture of 7.25 g of 1 bromo 2-propanone and 20 ml of acetone and the mixture was refluxed for 30 minutes. Using the procedure of Stage C of Example 22, 5.3 g of the expected product were obtained in the form of an orange oil. Starting materials: [Br-], CC(C)=O, [K+], C1COCCOCCOCCOCCOCCO1, COc1cc(N2CCC(O)(CCOS(=O)(=O)c3ccccc3)CC2)c(Cl)cc1Cl. Product: COc1cc(N2CCC(O)(CCBr)CC2)c(Cl)cc1Cl. Reaction SMILES: [Br-:31].[CH3:50][C:51](=[O:52])[CH3:53].[K+:30].[O:32]1[CH2:33][CH2:34][O:35][CH2:36][CH2:37][O:38][CH2:39][CH2:40][O:41][CH2:42][CH2:43][O:44][CH2:45][CH2:46][O:47][CH2:48][CH2:49]1.[c:1]1([S:2]([O:3][CH2:11][CH2:12][C:13]2([OH:29])[CH2:14][CH2:15][N:16]([c:19]3[c:20]([Cl:28])[cH:21][c:22]([Cl:27])[c:23]([O:25][CH3:26])[cH:24]3)[CH2:17][CH2:18]2)(=[O:4])=[O:5])[cH:6][cH:7][cH:8][cH:9][cH:10]1>>[CH2:11]([CH2:12][C:13]1([OH:29])[CH2:14][CH2:15][N:16]([c:19]2[c:20]([Cl:28])[cH:21][c:22]([Cl:27])[c:23]([O:25][CH3:26])[cH:24]2)[CH2:17][CH2:18]1)[Br:31]. The reactants are O=C([O-])[O-], N#Cc1ccccc1-c1ccc(CCl)cc1, CCCn1c(=O)cc(Cl)[nH]c1=O, [K+], [K+], CN(C)C=O. Product: CCCn1c(=O)cc(Cl)n(Cc2ccc(-c3ccccc3C#N)cc2)c1=O. RXN SMILES: [C:29](=[O:30])([O-:31])[O-:32].[Cl:13][CH2:14][c:15]1[cH:16][cH:17][c:18](-[c:21]2[c:22]([C:27]#[N:28])[cH:23][cH:24][cH:25][cH:26]2)[cH:19][cH:20]1.[Cl:1][c:2]1[cH:3][c:4](=[O:12])[n:5]([CH2:9][CH2:10][CH3:11])[c:6](=[O:8])[nH:7]1.[K+:33].[K+:34].[O:35]=[CH:36][N:37]([CH3:38])[CH3:39]>>[Cl:1][c:2]1[cH:3][c:4](=[O:12])[n:5]([CH2:9][CH2:10][CH3:11])[c:6](=[O:8])[n:7]1[CH2:14][c:15]1[cH:16][cH:17][c:18](-[c:21]2[c:22]([C:27]#[N:28])[cH:23][cH:24][cH:25][cH:26]2)[cH:19][cH:20]1.